From a dataset of the Open Reaction Database (ORD), a public repository of structured organic reaction records. describe an organic reaction: reactants, conditions, products, and yield Starting materials: COC1=C2C(N(C(NC2=CC=C1)=O)C)C1=CC=CC=C1 (5-Methoxy-3-methyl-4-phenyl-3,4-dihydro-1H-quinazolin-2-one), C1CC(=O)N(C1=O)Br (NBS). Run in C(Cl)Cl (DCM). Conditions: time 4 hour. Yields the product BrC=1C(=C2C(N(C(NC2=CC1)=O)C)C1=CC=CC=C1)OC (6-Bromo-5-methoxy-3-methyl-4-phenyl-3,4-dihydro-1H-quinazolin-2-one). As a reaction SMILES: [CH3:1][O:2][C:3]1[CH:12]=[CH:11][CH:10]=[C:9]2[C:4]=1[CH:5]([C:15]1[CH:20]=[CH:19][CH:18]=[CH:17][CH:16]=1)[N:6]([CH3:14])[C:7](=[O:13])[NH:8]2.C1C(=O)N([Br:28])C(=O)C1>C(Cl)Cl>[Br:28][C:12]1[C:3]([O:2][CH3:1])=[C:4]2[C:9](=[CH:10][CH:11]=1)[NH:8][C:7](=[O:13])[N:6]([CH3:14])[CH:5]2[C:15]1[CH:20]=[CH:19][CH:18]=[CH:17][CH:16]=1. Procedure details: A mixture of 5-Methoxy-3-methyl-4-phenyl-3,4-dihydro-1H-quinazolin-2-one (1.38 g, 0.005 mol) and NBS (0.82 g, 0.0046 mol) in DCM (150 mL) is stirred at r.t. for 4 h. The mixture is extracted with DCM from water and purified by column chromatography on silica gel using an ethylacetate and petrol ether gradient to give the desired product. Starting materials: FC1=C(C(=O)N=C=O)C(=CC=C1)F (2,6-difluorobenzoyl isocyanate), FC1=C(N)C=C(C(=C1Cl)F)Br (2,4-difluoro-3-chloro-5-bromoaniline). Solvent: C1(=CC=CC=C1)C (toluene). Conditions: time 5 hour. Product: FC1=C(C(=O)NC(=O)NC2=C(C(=C(C(=C2)Br)F)Cl)F)C(=CC=C1)F (N-(2,6-difluorobenzoyl)-N'-(2,4-difluoro-3-chloro-5-bromophenyl)-urea). Reaction SMILES: [F:1][C:2]1[CH:12]=[CH:11][CH:10]=[C:9]([F:13])[C:3]=1[C:4]([N:6]=[C:7]=[O:8])=[O:5].[F:14][C:15]1[C:21]([Cl:22])=[C:20]([F:23])[C:19]([Br:24])=[CH:18][C:16]=1[NH2:17]>C1(C)C=CC=CC=1>[F:1][C:2]1[CH:12]=[CH:11][CH:10]=[C:9]([F:13])[C:3]=1[C:4]([NH:6][C:7]([NH:17][C:16]1[CH:18]=[C:19]([Br:24])[C:20]([F:23])=[C:21]([Cl:22])[C:15]=1[F:14])=[O:8])=[O:5]. Procedure: 3.75 g of 2,6-difluorobenzoyl isocyanate are added dropwise at room temperature, with stirring, to 5 g of 2,4-difluoro-3-chloro-5-bromoaniline dissolved in 50 ml of dry toluene, and the mixture is stirred for a further 5 hours. Approximately 75% of the solvent is then removed in a rotary evaporator. The residue is diluted with hexane and the resulting precipitate is filtered off with suction, washed with hexane and dried in vacuo. The title compound of formula ##STR14## is obtained in the form o... The reactants are Cc1ccc(S(=O)(=O)n2ccc3c(Br)cccc32)cc1, C=C[Sn](CCCC)(CCCC)CCCC, Cc1ccccc1. Product: C=Cc1cccc2c1ccn2S(=O)(=O)c1ccc(C)cc1. RXN SMILES: [Br:1][c:2]1[c:3]2[cH:4][cH:5][n:6]([S:11](=[O:12])(=[O:13])[c:14]3[cH:15][cH:16][c:17]([CH3:20])[cH:18][cH:19]3)[c:7]2[cH:8][cH:9][cH:10]1.[CH2:21]([CH2:22][CH2:34][CH3:35])[Sn:23]([CH2:24][CH2:25][CH2:26][CH3:27])([CH2:28][CH2:29][CH2:30][CH3:31])[CH:32]=[CH2:33].[CH3:36][c:37]1[cH:38][cH:39][cH:40][cH:41][cH:42]1>>[c:2]1([CH:21]=[CH2:22])[c:3]2[cH:4][cH:5][n:6]([S:11](=[O:12])(=[O:13])[c:14]3[cH:15][cH:16][c:17]([CH3:20])[cH:18][cH:19]3)[c:7]2[cH:8][cH:9][cH:10]1. The reactants are COC(=O)NC1CCC(C(=O)O)CC1, Cl, CN(C(=O)N(C)C1CNCC1c1ccc(F)cc1F)c1cc(C(F)(F)F)cc(C(F)(F)F)c1. Yields the product COC(=O)NC1CCC(C(=O)N2CC(c3ccc(F)cc3F)C(N(C)C(=O)N(C)c3cc(C(F)(F)F)cc(C(F)(F)F)c3)C2)CC1. Reaction SMILES: [CH3:35][O:36][C:37](=[O:38])[NH:39][CH:40]1[CH2:41][CH2:42][CH:43]([C:46](=[O:47])[OH:48])[CH2:44][CH2:45]1.[ClH:1].[F:2][C:3]([c:4]1[cH:5][c:6]([N:14]([C:15](=[O:16])[N:17]([CH3:18])[CH:19]2[CH2:20][NH:21][CH2:22][CH:23]2[c:24]2[c:25]([F:31])[cH:26][c:27]([F:30])[cH:28][cH:29]2)[CH3:32])[cH:7][c:8]([C:10]([F:11])([F:12])[F:13])[cH:9]1)([F:33])[F:34]>>[F:2][C:3]([c:4]1[cH:5][c:6]([N:14]([C:15](=[O:16])[N:17]([CH3:18])[CH:19]2[CH2:20][N:21]([C:46]([CH:43]3[CH2:42][CH2:41][CH:40]([NH:39][C:37]([O:36][CH3:35])=[O:38])[CH2:45][CH2:44]3)=[O:47])[CH2:22][CH:23]2[c:24]2[c:25]([F:31])[cH:26][c:27]([F:30])[cH:28][cH:29]2)[CH3:32])[cH:7][c:8]([C:10]([F:11])([F:12])[F:13])[cH:9]1)([F:33])[F:34]. The reactants are BrB(Br)Br, COc1ccc(CCCC2CN(Cc3ccc(C(F)(F)F)cc3)C(=O)N2C)cc1, ClCCl, O. The product is CN1C(=O)N(Cc2ccc(C(F)(F)F)cc2)CC1CCCc1ccc(O)cc1. RXN SMILES: [B:30]([Br:31])([Br:32])[Br:33].[CH3:1][O:2][c:3]1[cH:4][cH:5][c:6]([CH2:9][CH2:10][CH2:11][CH:12]2[N:13]([CH3:29])[C:14](=[O:28])[N:15]([CH2:17][c:18]3[cH:19][cH:20][c:21]([C:24]([F:25])([F:26])[F:27])[cH:22][cH:23]3)[CH2:16]2)[cH:7][cH:8]1.[Cl:34][CH2:35][Cl:36].[OH2:37]>>[OH:2][c:3]1[cH:4][cH:5][c:6]([CH2:9][CH2:10][CH2:11][CH:12]2[N:13]([CH3:29])[C:14](=[O:28])[N:15]([CH2:17][c:18]3[cH:19][cH:20][c:21]([C:24]([F:25])([F:26])[F:27])[cH:22][cH:23]3)[CH2:16]2)[cH:7][cH:8]1. Reactants: C=CCCC(C)=O (1-hexene-5-one), 65.C, [H][H] (hydrogen), quartz. Reagents/catalysts: [Hg] (mercury). Product: CC(CCC(C)=O)C(CCC(C)=O)C (5,6-Dimethyl-2,9-decanedione). Isolated yield 70.0%. As a reaction SMILES: [CH2:1]=[CH:2][CH2:3][CH2:4][C:5](=[O:7])[CH3:6].[H][H]>[Hg]>[CH3:1][CH:2]([CH:2]([CH3:1])[CH2:3][CH2:4][C:5](=[O:7])[CH3:6])[CH2:3][CH2:4][C:5](=[O:7])[CH3:6]. Reported procedure: 25 g. of 1-hexene-5-one were passed in a 15 ml/min flow of hydrogen into the reactor tube while the tube was irradiated for 17.5 hours inside a photoreactor equipped with sixteen 8 W low pressure mercury lamps. During irradiation the temperature inside the quartz tube averaged 65.C. The crude reaction mixture was evaporated under reduced pressure to give 8.2 g. of involatile product containing the title compound, in about 70% yield. 250 MHZ 13 C NMR (CDCl3) 208.4, 41.3, 36.5, 35.7, 29.3, 28.1, 2...